This data is from the Open Reaction Database (ORD), a public repository of structured organic reaction records. The task is: describe an organic reaction: reactants, conditions, products, and yield The reactants are BrC=1SC(=C(N1)C(NC=1C=NN(C1C12CCC(C(CC1)O2)NC(=O)OC(C)(C)C)C)=O)NC(OC(C)(C)C)=O (tert-Butyl N-[2-bromo-4-[[5-[2-(tert-butoxycarbonylamino)-8-oxabicyclo[3.2.1]octan-5-yl]-1-methyl-pyrazol-4-yl]carbamoyl]thiazol-5-yl]carbamate), BrC=1SC=C(N1)C(=O)O (2-bromothiazole-4-carboxylic acid), F[C@H]1CO[C@@H](CC[C@H]1NC(OC(C)(C)C)=O)C1=C(C=NN1C)[N+](=O)[O-] (tert-butyl ((3R,4R,7S)-3-fluoro-7-(1-methyl-4-nitro-1H-pyrazol-5-yl)oxepan-4-yl)carbamate), F[C@H]1CO[C@@H](CC[C@H]1NC(OC(C)(C)C)=O)C1=C(C=NN1C)[N+](=O)[O-] (tert-butyl ((3R,4R,7S)-3-fluoro-7-(1-methyl-4-nitro-1H-pyrazol-5-yl)oxepan-4-yl)carbamate). Yields the product BrC=1SC=C(N1)C(=O)NC=1C=NN(C1[C@@H]1CC[C@H]([C@H](CO1)F)NC(OC(C)(C)C)=O)C (tert-butyl ((3R,4R,7S)-7-(4-(2-bromothiazole-4-carboxamido)-1-methyl-1H-pyrazol-5-yl)-3-fluorooxepan-4-yl)carbamate). As a reaction SMILES: [Br:1][C:2]1[S:3][C:4](NC(=O)OC(C)(C)C)=[C:5]([C:7](=[O:31])[NH:8][C:9]2[CH:10]=[N:11][N:12]([CH3:30])[C:13]=2[C:14]23[O:21][CH:18]([CH2:19]C2)[CH:17]([NH:22][C:23]([O:25][C:26]([CH3:29])([CH3:28])[CH3:27])=[O:24])[CH2:16][CH2:15]3)[N:6]=1.[F:40][C@@H]1[C@H](NC(=O)OC(C)(C)C)CC[C@@H](C2N(C)N=CC=2[N+]([O-])=O)OC1.BrC1SC=C(C(O)=O)N=1>>[Br:1][C:2]1[S:3][CH:4]=[C:5]([C:7]([NH:8][C:9]2[CH:10]=[N:11][N:12]([CH3:30])[C:13]=2[C@H:14]2[O:21][CH2:19][C@H:18]([F:40])[C@H:17]([NH:22][C:23](=[O:24])[O:25][C:26]([CH3:29])([CH3:28])[CH3:27])[CH2:16][CH2:15]2)=[O:31])[N:6]=1. Procedure: Following the procedure for Intermediate 65, starting from tert-butyl ((3R,4R,7S)-3-fluoro-7-(1-methyl-4-nitro-1H-pyrazol-5-yl)oxepan-4-yl)carbamate (Intermediate 24) and replacing 2-bromo-5-(tert-butoxycarbonylamino)thiazole-4-carboxylic acid with 2-bromothiazole-4-carboxylic acid (commercial) gave tert-butyl ((3R,4R,7S)-7-(4-(2-bromothiazole-4-carboxamido)-1-methyl-1H-pyrazol-5-yl)-3-fluorooxepan-4-yl)carbamate. Starting materials: CCOC(=O)COc1ccc(CBr)cc1, CC(=O)n1ccnc1, CC#N. Yields the product [Br-], CCOC(=O)COc1ccc(Cn2cc[n+](C(C)=O)c2)cc1. Reaction SMILES: [Br:9][CH2:10][c:11]1[cH:12][cH:13][c:14]([O:15][CH2:16][C:17](=[O:18])[O:19][CH2:20][CH3:21])[cH:22][cH:23]1.[C:1]([CH3:2])(=[O:3])[n:4]1[cH:5][n:6][cH:7][cH:8]1.[CH3:24][C:25]#[N:26]>>[Br-:9].[C:1]([CH3:2])(=[O:3])[n+:4]1[cH:5][n:6]([CH2:10][c:11]2[cH:12][cH:13][c:14]([O:15][CH2:16][C:17](=[O:18])[O:19][CH2:20][CH3:21])[cH:22][cH:23]2)[cH:7][cH:8]1. Starting materials: C(C)(C)(C)OC(NCC1=NN(C(C2=CC=CC=C12)=O)N)=O (tert-butyl(3-amino-4-oxo-3,4-dihydrophthalazin-1-yl)methylcarbamate), FC1=CC=C(C=C1)CC(=O)Cl (2-(4-fluorophenyl)acetyl chloride). Product: C(C)(C)(C)OC(NCC1=NN(C(C2=CC=CC=C12)=O)NC(CC1=CC=C(C=C1)F)=O)=O (tert-butyl[(3-{[(4-fluorophenyl)acetyl]amino}-4-oxo-3,4-dihydrophthalazin-1-yl)methyl]carbamate). Reaction SMILES: [C:1]([O:5][C:6](=[O:21])[NH:7][CH2:8][C:9]1[C:18]2[C:13](=[CH:14][CH:15]=[CH:16][CH:17]=2)[C:12](=[O:19])[N:11]([NH2:20])[N:10]=1)([CH3:4])([CH3:3])[CH3:2].[F:22][C:23]1[CH:28]=[CH:27][C:26]([CH2:29][C:30](Cl)=[O:31])=[CH:25][CH:24]=1>>[C:1]([O:5][C:6](=[O:21])[NH:7][CH2:8][C:9]1[C:18]2[C:13](=[CH:14][CH:15]=[CH:16][CH:17]=2)[C:12](=[O:19])[N:11]([NH:20][C:30](=[O:31])[CH2:29][C:26]2[CH:27]=[CH:28][C:23]([F:22])=[CH:24][CH:25]=2)[N:10]=1)([CH3:4])([CH3:2])[CH3:3]. Reported procedure: The product of Example 41B and 2-(4-fluorophenyl)acetyl chloride were treated using a method similar to that described in Example 4C to give the title compound. 1H NMR (300 MHz, DMSO-d6) δ 11.59 (s, 1H), 8.32 (dd, J=7.8, 1.4, 1H), 8.11 (d, J=8.0, 1H), 8.04-7.94 (m, 1H), 7.95-7.86 (m, 1H), 7.45-7.36 (m, 3H), 7.23-7.13 (m, 2H), 4.47-4.41 (m, 2H), 3.66 (s, 2H), 1.37 (s, 9H); MS (ESI−) M/Z 425 (M−H)−. The reactants are C1(CC(CC1)C(=O)O)C(=O)O (1,3-Cyclopentanedicarboxylic acid), anhydride, C(C)(=O)OC(C)=O (acetic anhydride). The product is C12CC(CC1)C(=O)OC2=O (cyclopentane-1,3-dicarboxylic anhydride). As a reaction SMILES: [CH:1]1([C:9]([OH:11])=[O:10])[CH2:5][CH2:4][CH:3]([C:6]([OH:8])=O)[CH2:2]1.C(OC(=O)C)(=O)C>>[CH:3]12[C:6](=[O:8])[O:11][C:9](=[O:10])[CH:1]([CH2:5][CH2:4]1)[CH2:2]2. Procedure details: 1,3-Cyclopentanedicarboxylic acid (4.0 g., 25 mmole) was converted to the anhydride by refluxing for 3 hours in 20 ml. of acetic anhydride. After removal of excess acetic anhydride, extraction with hexane and evaporation of the hexane, 3.95 g. of cyclopentane-1,3-dicarboxylic anhydride was obtained. The anhydride was combined with 6.51 g. (27 mmole) of 1-(4-aminobutyl)-4-(2-pyrimidinyl)piperazine in 50 ml. of dichloromethane and stirred at room temperature overnight. The dichloromethane was remo...